This data is from the Open Reaction Database (ORD), a public repository of structured organic reaction records. The task is: describe an organic reaction: reactants, conditions, products, and yield Starting materials: CC(C(CCCCC)C)C=1C=C(C=2CC=3CCCCC3OC2C1)O (3-(1,2-dimethylheptyl)-5,6,7,8-tetrahydro-1-hydroxyxanthene), CC(C(CCCCC)C)C=1C=C(C=2C(C=3CCC(CC3OC2C1)C)C)O (3-(1,2-dimethylheptyl)-5,6,7,8-tetrahydro-1-hydroxy-6,9-dimethylxanthene). Yields the product C(C)(=O)OC1=CC(=CC=2OC=3CCCCC3CC12)C(C(CCCCC)C)C (1-acetoxy-3-(1,2-dimethylheptyl)-5,6,7,8-tetrahydroxanthene). Reaction SMILES: [CH3:1][CH:2]([C:10]1[CH:11]=[C:12]([OH:24])[C:13]2[CH2:14][C:15]3[CH2:16][CH2:17][CH2:18][CH2:19][C:20]=3[O:21][C:22]=2[CH:23]=1)[CH:3]([CH3:9])[CH2:4][CH2:5][CH2:6][CH2:7][CH3:8].CC(C1C=C(O)C2C(C)[C:39]3CCC(C)C[C:44]=3[O:45]C=2C=1)C(C)CCCCC>>[C:44]([O:24][C:12]1[C:13]2[CH2:14][C:15]3[CH2:16][CH2:17][CH2:18][CH2:19][C:20]=3[O:21][C:22]=2[CH:23]=[C:10]([CH:2]([CH3:1])[CH:3]([CH3:9])[CH2:4][CH2:5][CH2:6][CH2:7][CH3:8])[CH:11]=1)(=[O:45])[CH3:39]. Reported procedure: When an equivalent amount of 3-(1,2-dimethylheptyl)-5,6,7,8-tetrahydro-1-hydroxyxanthene is substituted in the procedure of Example 16 for 3-(1,2-dimethylheptyl)-5,6,7,8-tetrahydro-1-hydroxy-6,9-dimethylxanthene, 1-acetoxy-3-(1,2-dimethylheptyl)-5,6,7,8-tetrahydroxanthene is obtained. The reactants are OC1=C(C=CC=C1)C1=NC(=NC(=N1)C1=C(C=CC=C1)O)C1=CC=CC=C1 (2,4-bis(2'-hydroxyphenyl)-6-phenyl-s-triazine), P(O)(O)=O.CCC (dimethylmethane phosphonate), C([O-])([O-])=O.[Na+].[Na+] (sodium carbonate). The solvent is C(C)O (ethanol). Reaction conditions: temperature 150 celsius. The product is COC1=C(C=CC=C1)C1=NC(=NC(=N1)C1=C(C=CC=C1)O)C1=CC=CC=C1 (2-(2'-methoxyphenyl)-4-(2'-hydroxyphenyl)-6-phenyl-s-triazine). The yield is 94.5%. Reaction SMILES: [OH:1][C:2]1[CH:7]=[CH:6][CH:5]=[CH:4][C:3]=1[C:8]1[N:13]=[C:12]([C:14]2[CH:19]=[CH:18][CH:17]=[CH:16][C:15]=2[OH:20])[N:11]=[C:10]([C:21]2[CH:26]=[CH:25][CH:24]=[CH:23][CH:22]=2)[N:9]=1.P(=O)(O)O.[CH3:31]CC.C(=O)([O-])[O-].[Na+].[Na+]>C(O)C>[CH3:31][O:1][C:2]1[CH:7]=[CH:6][CH:5]=[CH:4][C:3]=1[C:8]1[N:13]=[C:12]([C:14]2[CH:19]=[CH:18][CH:17]=[CH:16][C:15]=2[OH:20])[N:11]=[C:10]([C:21]2[CH:22]=[CH:23][CH:24]=[CH:25][CH:26]=2)[N:9]=1 |f:1.2,3.4.5|. Reported procedure: 9.6 g (0.028 mol) of 2,4-bis(2'-hydroxyphenyl)-6-phenyl-s-triazine, 25 ml (0.234 mol) of dimethylmethane phosphonate and 4.0 g (0.028 mol) of sodium carbonate are mixed and the mixture is heated to 150° C. After 2 hours the clear, pale red reaction solution is stirred into 150 ml of ethanol. The precipitate is filtered with suction, rinsed with 20 ml of ethanol and water and dried in an exsiccator, giving 9.4 g (94.1%) of the compound of formula ##STR7##